From a dataset of the Open Reaction Database (ORD), a public repository of structured organic reaction records. describe an organic reaction: reactants, conditions, products, and yield Conditions: time 24 hour. Procedure: 800 mg of Boc-Gln-Asp(OBzl)-Phe-Val-Gln-Trp-Leu-Met(O)-Asn-Thr-OBzl was treated with TFA as in Example 7 and dissolved in 10 ml of DMF. To this solution was added Z-Ala-ONB (prepared from 120 mg of Z-Ala-OH, 100 mg of HONB and 110 mg of DCC) and the mixture was stirred for 24 hours. The solvent was distilled off under reduced pressure, ethyl acetate was added and the resultant powders were collected by filtration. Yield 760 mg. A 500 mg portion of this product was taken and 0.5 ml of anisole and... The product is N[C@@H](C)C(=O)N[C@@H](CCC(N)=O)C(=O)N[C@@H](CC(O)=O)C(=O)N[C@@H](CC1=CC=CC=C1)C(=O)N[C@@H](C(C)C)C(=O)N[C@@H](CCC(N)=O)C(=O)N[C@@H](CC1=CNC2=CC=CC=C12)C(=O)N[C@@H](CC(C)C)C(=O)N[C@@H](CCS(=O)C)C(=O)N[C@@H](CC(N)=O)C(=O)N[C@@H]([C@H](O)C)C(=O)O (H-Ala-Gln-Asp-Phe-Val-Gln-Trp-Leu-Met(O)-Asn-Thr-OH). Reaction SMILES: [NH:1]([C:106](OC(C)(C)C)=[O:107])[C@H:2]([C:8]([NH:10][C@H:11]([C:23]([NH:25][C@H:26]([C:34]([NH:36][C@H:37]([C:41]([NH:43][C@H:44]([C:50]([NH:52][C@H:53]([C:64]([NH:66][C@H:67]([C:72]([NH:74][C@H:75](C(N[C@H](C(N[C@H](C(OCC1C=CC=CC=1)=O)[C@@H](C)O)=O)CC(=O)N)=O)[CH2:76][CH2:77][S:78]([CH3:80])=[O:79])=[O:73])[CH2:68][CH:69]([CH3:71])[CH3:70])=[O:65])[CH2:54][C:55]1[C:63]2[C:58](=[CH:59][CH:60]=[CH:61][CH:62]=2)[NH:57][CH:56]=1)=[O:51])[CH2:45][CH2:46][C:47](=[O:49])[NH2:48])=[O:42])[CH:38]([CH3:40])[CH3:39])=[O:35])[CH2:27][C:28]1[CH:33]=[CH:32][CH:31]=[CH:30][CH:29]=1)=[O:24])CC(=O)OCC1C=CC=CC=1)=[O:9])[CH2:3][CH2:4][C:5](=[O:7])[NH2:6].[C:113]([OH:119])([C:115](F)(F)F)=[O:114].C[N:121]([CH:123]=[O:124])[CH3:122]>>[NH2:1][C@H:2]([C:106]([NH:1][C@H:2]([C:8]([NH:10][C@H:11]([C:23]([NH:25][C@H:26]([C:34]([NH:36][C@H:37]([C:41]([NH:43][C@H:44]([C:50]([NH:52][C@H:53]([C:64]([NH:66][C@H:67]([C:72]([NH:74][C@H:75]([C:123]([NH:121][C@H:122]([C:8]([NH:10][C@H:115]([C:113]([OH:119])=[O:114])[C@@H:23]([CH3:11])[OH:24])=[O:9])[CH2:4][C:5](=[O:7])[NH2:6])=[O:124])[CH2:76][CH2:77][S:78]([CH3:80])=[O:79])=[O:73])[CH2:68][CH:69]([CH3:71])[CH3:70])=[O:65])[CH2:54][C:55]1[C:63]2[C:58](=[CH:59][CH:60]=[CH:61][CH:62]=2)[NH:57][CH:56]=1)=[O:51])[CH2:45][CH2:46][C:47](=[O:49])[NH2:48])=[O:42])[CH:38]([CH3:39])[CH3:40])=[O:35])[CH2:27][C:28]1[CH:33]=[CH:32][CH:31]=[CH:30][CH:29]=1)=[O:24])[CH2:115][C:113](=[O:114])[OH:119])=[O:9])[CH2:3][CH2:4][C:5](=[O:7])[NH2:6])=[O:107])[CH3:3]. The reactants are CN(C)C=O (DMF), N([C@@H](CCC(N)=O)C(=O)N[C@@H](CC(OCC1=CC=CC=C1)=O)C(=O)N[C@@H](CC1=CC=CC=C1)C(=O)N[C@@H](C(C)C)C(=O)N[C@@H](CCC(N)=O)C(=O)N[C@@H](CC1=CNC2=CC=CC=C12)C(=O)N[C@@H](CC(C)C)C(=O)N[C@@H](CCS(=O)C)C(=O)N[C@@H](CC(N)=O)C(=O)N[C@@H]([C@H](O)C)C(=O)OCC1=CC=CC=C1)C(=O)OC(C)(C)C (Boc-Gln-Asp(OBzl)-Phe-Val-Gln-Trp-Leu-Met(O)-Asn-Thr-OBzl), C(=O)(C(F)(F)F)O (TFA), Z-Ala-ONB. The reactants are CO, COc1cc(CCl)nc(N)n1, O, SC1=NCCS1. Product: COc1cc(CSC2=NCCS2)nc(N)n1. As a reaction SMILES: [CH3:18][OH:19].[NH2:7][c:8]1[n:9][c:10]([O:16][CH3:17])[cH:11][c:12]([CH2:14][Cl:15])[n:13]1.[OH2:20].[SH:1][C:2]1=[N:6][CH2:5][CH2:4][S:3]1>>[S:1]([C:2]1=[N:6][CH2:5][CH2:4][S:3]1)[CH2:14][c:12]1[cH:11][c:10]([O:16][CH3:17])[n:9][c:8]([NH2:7])[n:13]1. The reactants are C(C1=CC=CC=C1)N1C([C@@H](N([C@H](C1)C)C=1OC=2C(N1)=C(C=CC2)C(=O)O)C)=O (2-((2S,6S)-4-benzyl-2,6-dimethyl-3-oxopiperazine-1-yl)benzoxazole-4-carboxylic acid), Cl.Cl.N[C@@H]1CN2CCC1CC2 ((S)-(−)-3-aminoquinuclidine dihydrochloride). Product: N12CCC(CC1)[C@@H](C2)NC(=O)C=2C=CC=C1C2N=C(O1)N1[C@H](C(N(C[C@@H]1C)CC1=CC=CC=C1)=O)C ((S)—N-(quinuclidine-8-yl) 2-((2S,6S)-4-benzyl-2,6-dimethyl-3-oxopiperazine-1-yl)benzoxazole-4-carboxamide). Reaction SMILES: [CH2:1]([N:8]1[CH2:13][C@H:12]([CH3:14])[N:11]([C:15]2[O:16][C:17]3[C:18](=[C:20]([C:24](O)=[O:25])[CH:21]=[CH:22][CH:23]=3)[N:19]=2)[C@@H:10]([CH3:27])[C:9]1=[O:28])[C:2]1[CH:7]=[CH:6][CH:5]=[CH:4][CH:3]=1.Cl.Cl.[NH2:31][C@H:32]1[CH:37]2[CH2:38][CH2:39][N:34]([CH2:35][CH2:36]2)[CH2:33]1>>[N:34]12[CH2:33][C@@H:32]([NH:31][C:24]([C:20]3[CH:21]=[CH:22][CH:23]=[C:17]4[O:16][C:15]([N:11]5[C@@H:12]([CH3:14])[CH2:13][N:8]([CH2:1][C:2]6[CH:3]=[CH:4][CH:5]=[CH:6][CH:7]=6)[C:9](=[O:28])[C@@H:10]5[CH3:27])=[N:19][C:18]=34)=[O:25])[CH:37]([CH2:38][CH2:39]1)[CH2:36][CH2:35]2 |f:1.2.3|. Procedure details: Following the general procedure GP-C2, a mixture of 2-((2S,6S)-4-benzyl-2,6-dimethyl-3-oxopiperazine-1-yl)benzoxazole-4-carboxylic acid and (S)-(−)-3-aminoquinuclidine dihydrochloride were coupled to provide (S)—N-(quinuclidine-8-yl) 2-((2S,6S)-4-benzyl-2,6-dimethyl-3-oxopiperazine-1-yl)benzoxazole-4-carboxamide which was converted to the hydrochloride salt following general procedure GP-D1. 1H NMR and MS consistent. The reactants are [N+](=O)([O-])C1=C(C=2C(C3=CC=CC=C3C(C2C=C1)=O)=O)[N+](=O)[O-] (Dinitroanthraquinone), C(=O)[O-].[Na+] (sodium formate), CN1C(CCC1)=O (N-methylpyrrolidone). The product is OC1=CC=CC=2C(C3=C(C=CC=C3C(C12)=O)O)=O (1,5-dihydroxyanthraquinone), OC1=CC=CC=2C(C3=CC=CC(=C3C(C12)=O)O)=O (1,8-dihydroxyanthraquinone). The yield is 7.5%. Reaction SMILES: [N+]([C:4]1[CH:17]=[CH:16][C:15]2[C:14](=[O:18])[C:13]3[C:8](=CC=CC=3)[C:7](=[O:19])[C:6]=2[C:5]=1[N+]([O-])=O)([O-])=O.C([O-])=[O:24].[Na+].CN1[CH2:32][CH2:31][CH2:30][C:29]1=[O:33]>>[OH:33][C:29]1[C:13]2[C:14](=[O:18])[C:15]3[C:6](=[C:5]([OH:24])[CH:4]=[CH:17][CH:16]=3)[C:7](=[O:19])[C:8]=2[CH:32]=[CH:31][CH:30]=1.[OH:33][C:29]1[C:8]2[C:7](=[O:19])[C:6]3[C:15](=[CH:16][CH:17]=[CH:4][C:5]=3[OH:24])[C:14](=[O:18])[C:13]=2[CH:32]=[CH:31][CH:30]=1 |f:1.2|. Procedure: Dinitroanthraquinone (same composition as in Example 2, 18.0 g; 0.06 mole), N-methylpyrrolidone (100 ml) and sodium formate (12.2 g; 0.18 mole) were stirred at 110° C. for 16 hours while air was sparged into the reaction mass. Product work-up as in Example 1 gave a cake of 1.9 g (92.5% 1,5-dihydroxyanthraquinone, 7.5% 1,8-dihydroxyanthraquinone) and a filtrate product of 12.0 g (4.0% 1-hydroxyanthraquinone, 88% 1,5- and 1,8-dihydroxyanthraquinone, 2.7% intermediate and 5.3% dinitroanthraquinones... Starting materials: C(C)(C)(C)O[C@H](C(=O)OC)C1=C2N3CCC(OCCCC[C@@H](OC=4C=C(C(=CC4C4=CC=CC(C5=CN2C(C=C1C)=N5)=C4)F)F)C)(CC3)C (methyl(2S)-2-(tert-butoxy)-2-[(22S)-17,18-difluoro-4,22,28-trimethyl-21,27-dioxa-1,7,34-triazahexacyclo[26.2.2.16,9.110,14.02,7.015,20]tetratriaconta-2,4,6(34),8,10(33),11,13,15(20),16,18-decaen-3-yl]acetate), C(C)(C)(C)O[C@H](C(=O)O)C1=C2N3CCC(OCCCC[C@@H](OC=4C=CC(=CC4C4=CC=CC(C5=C(N2C(C=C1C)=N5)Cl)=C4)C)C)(CC3)C ((2S)-2-(tert-butoxy)-2-[(22S)-8-chloro-4,17,22,28-tetramethyl-21,27-dioxa-1,7,34-triazahexacyclo[26.2.2.16,9.110,14.02,7.015,20]tetratriaconta-2,4,6(34),8,10(33),11,13,15(20),16,18-decaen-3-yl]acetic acid). Yields the product C(C)(C)(C)O[C@H](C(=O)O)C1=C2N3CCC(OCCCC[C@@H](OC=4C=C(C(=CC4C4=CC=CC(C5=C(N2C(C=C1C)=N5)Cl)=C4)F)F)C)(CC3)C ((2S)-2-(tert-Butoxy)-2-[(22S)-8-chloro-17,18-difluoro-4,22,28-trimethyl-21,27-dioxa-1,7,34-triazahexacyclo[26.2.2.16,9.110,14.02,7.015,20]tetratriaconta-2,4,6(34),8,10(33),11,13,15(20),16,18-decaen-3-yl]acetic acid). Isolated yield 42.0%. Reaction SMILES: [C:1]([O:5][C@@H:6]([C:11]1[C:40]([CH3:41])=[CH:39][C:38]2=[N:42][C:35]3=[CH:36][N:37]2[C:12]=1[N:13]1[CH2:48][CH2:47][C:16]([CH3:49])([O:17][CH2:18][CH2:19][CH2:20][CH2:21][C@H:22]([CH3:46])[O:23][C:24]2[CH:25]=[C:26]([F:45])[C:27]([F:44])=[CH:28][C:29]=2[C:30]2[CH:43]=[C:34]3[CH:33]=[CH:32][CH:31]=2)[CH2:15][CH2:14]1)[C:7]([O:9]C)=[O:8])([CH3:4])([CH3:3])[CH3:2].C(O[C@@H](C1C(C)=CC2=NC3=C([Cl:91])N2C=1N1CCC(C)(OCCCC[C@H](C)OC2C=CC(C)=CC=2C2C=C3C=CC=2)CC1)C(O)=O)(C)(C)C>>[C:1]([O:5][C@@H:6]([C:11]1[C:40]([CH3:41])=[CH:39][C:38]2=[N:42][C:35]3=[C:36]([Cl:91])[N:37]2[C:12]=1[N:13]1[CH2:48][CH2:47][C:16]([CH3:49])([O:17][CH2:18][CH2:19][CH2:20][CH2:21][C@H:22]([CH3:46])[O:23][C:24]2[CH:25]=[C:26]([F:45])[C:27]([F:44])=[CH:28][C:29]=2[C:30]2[CH:43]=[C:34]3[CH:33]=[CH:32][CH:31]=2)[CH2:15][CH2:14]1)[C:7]([OH:9])=[O:8])([CH3:4])([CH3:3])[CH3:2]. Procedure: Prepared in 42% yield from methyl(2S)-2-(tert-butoxy)-2-[(22S)-17,18-difluoro-4,22,28-trimethyl-21,27-dioxa-1,7,34-triazahexacyclo[26.2.2.16,9.110,14.02,7.015,20]tetratriaconta-2,4,6(34),8,10(33),11,13,15(20),16,18-decaen-3-yl]acetate following the procedure for (2S)-2-(tert-butoxy)-2-[(22S)-8-chloro-4,17,22,28-tetramethyl-21,27-dioxa-1,7,34-triazahexacyclo[26.2.2.16,9.110,14.02,7.015,20]tetratriaconta-2,4,6(34),8,10(33),11,13,15(20),16,18-decaen-3-yl]acetic acid. 1H NMR (500 MHz, DMSO-d6) δ 8.2... Starting materials: CCOC(=O)C(Cc1ccccc1)NB(O)O, Cl, [Na+], [OH-]. The product is O=C(O)C(Cc1ccccc1)NB(O)O. Reaction SMILES: [CH2:1]([CH3:2])[O:3][C:4]([CH:5]([NH:6][B:7]([OH:8])[OH:9])[CH2:10][c:11]1[cH:12][cH:13][cH:14][cH:15][cH:16]1)=[O:17].[ClH:20].[Na+:19].[OH-:18]>>[O:3]=[C:4]([CH:5]([NH:6][B:7]([OH:8])[OH:9])[CH2:10][c:11]1[cH:12][cH:13][cH:14][cH:15][cH:16]1)[OH:17]. Reactants: Cc1c(C=O)[nH]c2c1C(=O)N(CCN(C)C)CCC2, COCC(=O)Nc1cc2c(cc1F)CC(=O)N2. The product is COCC(=O)Nc1cc2c(cc1F)C(=Cc1[nH]c3c(c1C)C(=O)N(CCN(C)C)CCC3)C(=O)N2. As a reaction SMILES: [CH3:1][N:2]([CH2:3][CH2:4][N:5]1[C:6](=[O:18])[c:7]2[c:8]([nH:12][c:13]([CH:16]=[O:17])[c:14]2[CH3:15])[CH2:9][CH2:10][CH2:11]1)[CH3:19].[F:20][c:21]1[cH:22][c:23]2[c:27]([cH:28][c:29]1[NH:30][C:31]([CH2:32][O:33][CH3:34])=[O:35])[NH:26][C:25](=[O:36])[CH2:24]2>>[CH3:1][N:2]([CH2:3][CH2:4][N:5]1[C:6](=[O:18])[c:7]2[c:8]([nH:12][c:13]([CH:16]=[C:24]3[c:23]4[cH:22][c:21]([F:20])[c:29]([NH:30][C:31]([CH2:32][O:33][CH3:34])=[O:35])[cH:28][c:27]4[NH:26][C:25]3=[O:36])[c:14]2[CH3:15])[CH2:9][CH2:10][CH2:11]1)[CH3:19]. Reactants: OBO, N#Cc1cccc(C#N)c1, COC(=O)C(Cc1ccc(OS(=O)(=O)C(F)(F)F)cc1)NC(=O)c1c(Cl)cccc1Cl, Cc1ccccc1, CCOC(C)=O, [K+], [K+], O=C([O-])[O-], c1ccc(P(c2ccccc2)(c2ccccc2)[Pd](P(c2ccccc2)(c2ccccc2)c2ccccc2)(P(c2ccccc2)(c2ccccc2)c2ccccc2)P(c2ccccc2)(c2ccccc2)c2ccccc2)cc1. Product: COC(=O)C(Cc1ccc(-c2c(C#N)cccc2C#N)cc1)NC(=O)c1c(Cl)cccc1Cl. RXN SMILES: [BH:1]([OH:2])[OH:3].[C:4](#[N:5])[c:6]1[cH:7][c:8]([C:12]#[N:13])[cH:9][cH:10][cH:11]1.[CH3:20][O:21][C:22]([CH:23]([NH:24][C:25]([c:26]1[c:27]([Cl:33])[cH:28][cH:29][cH:30][c:31]1[Cl:32])=[O:34])[CH2:35][c:36]1[cH:37][cH:38][c:39]([O:42][S:43]([C:44]([F:45])([F:46])[F:47])(=[O:48])=[O:49])[cH:40][cH:41]1)=[O:50].[CH3:51][c:52]1[cH:53][cH:54][cH:55][cH:56][cH:57]1.[CH3:58][CH2:59][O:60][C:61]([CH3:62])=[O:63].[K+:14].[K+:15].[O-:16][C:17]([O-:18])=[O:19].[cH:64]1[cH:65][cH:66][c:67]([P:68]([Pd:69]([P:70]([c:71]2[cH:72][cH:73][cH:74][cH:75][cH:76]2)([c:77]2[cH:78][cH:79][cH:80][cH:81][cH:82]2)[c:83]2[cH:84][cH:85][cH:86][cH:87][cH:88]2)([P:89]([c:90]2[cH:91][cH:92][cH:93][cH:94][cH:95]2)([c:96]2[cH:97][cH:98][cH:99][cH:100][cH:101]2)[c:102]2[cH:103][cH:104][cH:105][cH:106][cH:107]2)[P:108]([c:109]2[cH:110][cH:111][cH:112][cH:113][cH:114]2)([c:115]2[cH:116][cH:117][cH:118][cH:119][cH:120]2)[c:121]2[cH:122][cH:123][cH:124][cH:125][cH:126]2)([c:127]2[cH:128][cH:129][cH:130][cH:131][cH:132]2)[c:133]2[cH:134][cH:135][cH:136][cH:137][cH:138]2)[cH:139][cH:140]1>>[C:4](#[N:5])[c:6]1[c:7](-[c:39]2[cH:38][cH:37][c:36]([CH2:35][CH:23]([C:22]([O:21][CH3:20])=[O:50])[NH:24][C:25]([c:26]3[c:27]([Cl:33])[cH:28][cH:29][cH:30][c:31]3[Cl:32])=[O:34])[cH:41][cH:40]2)[c:8]([C:12]#[N:13])[cH:9][cH:10][cH:11]1. Starting materials: S(CC(=O)OC)CC(=O)OC (dimethyl thiodiacetate), O1C=C(C=C1)C(C(=O)OCCCC)=O (butyl 2-(fur-3-yl)-2-oxo-acetate), ice, Cl (hydrochloric acid), C(C)(C)(C)[O-].[K+] (potassium tert.-butanolate). Solvent: CO (methyl alcohol). Conditions: time 3 hour. The product is COC(=O)C=1SC(=C(C1C1=COC=C1)O)C(=O)OC (2,5-bis-(methoxycarbonyl)-3-fur-3-yl-4-hydroxythiophene). Reaction SMILES: [S:1]([CH2:7][C:8]([O:10][CH3:11])=[O:9])[CH2:2][C:3]([O:5][CH3:6])=[O:4].[O:12]1[CH:16]=[CH:15][C:14]([C:17](=O)[C:18](OCCCC)=[O:19])=[CH:13]1.C([O-])(C)(C)C.[K+].Cl>CO>[CH3:11][O:10][C:8]([C:7]1[S:1][C:2]([C:3]([O:5][CH3:6])=[O:4])=[C:18]([OH:19])[C:17]=1[C:14]1[CH:15]=[CH:16][O:12][CH:13]=1)=[O:9] |f:2.3|. Reported procedure: A mixture of 26 g of dimethyl thiodiacetate and 32 g of butyl 2-(fur-3-yl)-2-oxo-acetate is added dropwise, over 30 minutes at 64°-68° C., to a mixture of 100 ml of methyl alcohol and 39.9 g of potassium tert.-butanolate. The reaction mixture is kept at this temperature for a further 3 hours, and then poured into a mixture of 179 g of ice and 58 g of concentrated hydrochloric acid. The resultant crystals are separated off, washed with ice water until free of chloride, and dried at 60 C./0.1 mbar...